Dataset: the Open Reaction Database (ORD), a public repository of structured organic reaction records. Task: describe an organic reaction: reactants, conditions, products, and yield Reactants: C(C)(=O)O (acetic acid), C(#N)C1=C(C(=NN1C)C)NC(C(C)C)=O (N-(5-cyano-1,3-dimethylpyrazol-4-yl)isobutyramide), [OH-].[Na+] (sodium hydroxide), OO (hydrogen peroxide). The solvent is O (water). Conditions: temperature 80 celsius, time 8 hour. The product is CN1N=C(C=2N=C(N=C(C21)O)C(C)C)C (1,3-dimethyl-5-isopropyl-1H-pyrazolo[4,3-d]pyrimidin-7-ol). Yield: 74.0%. As a reaction SMILES: [C:1]([C:3]1[N:7]([CH3:8])[N:6]=[C:5]([CH3:9])[C:4]=1[NH:10][C:11](=O)[CH:12]([CH3:14])[CH3:13])#[N:2].[OH-].[Na+].OO.C(O)(=[O:22])C>O>[CH3:8][N:7]1[C:3]2[C:1]([OH:22])=[N:2][C:11]([CH:12]([CH3:14])[CH3:13])=[N:10][C:4]=2[C:5]([CH3:9])=[N:6]1 |f:1.2|. Procedure: A solution of 24 g (0.176 mol) of 4-amino-5-cyano-1,3-dimethylpyrazole and 28 ml of triethylamine in 200 ml of chloroform is treated dropwise with 19.3 g (0.18 mol) of isobutyryl chloride and stirred overnight. The mixture is stirred with 100 ml of saturated sodium bicarbonate solution, the organic layer is separated and evaporated in vacuo. The residue is crystallized from ethyl acetate to give 30 g (83%) of N-(5-cyano-1,3-dimethylpyrazol-4-yl)isobutyramide. This amide (30 g, 0.0146, mol) is ad... The reactants are C1CCOC1, Nc1nc(N2CCC(F)CC2)c(C(=O)NC2CCC(C(F)(F)F)CC2)cc1[N+](=O)[O-]. RXN SMILES: [CH2:31]1[O:32][CH2:33][CH2:34][CH2:35]1.[F:1][C:2]([CH:3]1[CH2:4][CH2:5][CH:6]([NH:9][C:10]([c:11]2[c:12]([N:21]3[CH2:22][CH2:23][CH:24]([F:27])[CH2:25][CH2:26]3)[n:13][c:14]([NH2:20])[c:15]([N+:17]([O-:18])=[O:19])[cH:16]2)=[O:28])[CH2:7][CH2:8]1)([F:29])[F:30]>>[F:1][C:2]([CH:3]1[CH2:4][CH2:5][CH:6]([NH:9][C:10]([c:11]2[c:12]([N:21]3[CH2:22][CH2:23][CH:24]([F:27])[CH2:25][CH2:26]3)[n:13][c:14]([NH2:20])[c:15]([NH2:17])[cH:16]2)=[O:28])[CH2:7][CH2:8]1)([F:29])[F:30]. Product: Nc1cc(C(=O)NC2CCC(C(F)(F)F)CC2)c(N2CCC(F)CC2)nc1N. The reactants are N1=CC=C(C=C1)N1CC(CCC1)C(=O)OCC (ethyl 1-(4-pyridyl)-piperidine-3-carboxylate), Cl (hydrochloric acid). Run in O1CCOCC1 (dioxane). Yields the product Cl.N1=CC=C(C=C1)N1CC(CCC1)C(=O)O (1-(4-Pyridyl)-piperidine-3-carboxylic acid hydrochloride). As a reaction SMILES: [N:1]1[CH:6]=[CH:5][C:4]([N:7]2[CH2:12][CH2:11][CH2:10][CH:9]([C:13]([O:15]CC)=[O:14])[CH2:8]2)=[CH:3][CH:2]=1.[ClH:18]>O1CCOCC1>[ClH:18].[N:1]1[CH:2]=[CH:3][C:4]([N:7]2[CH2:12][CH2:11][CH2:10][CH:9]([C:13]([OH:15])=[O:14])[CH2:8]2)=[CH:5][CH:6]=1 |f:3.4|. Reported procedure: A mixture of 1.8 g of ethyl 1-(4-pyridyl)-piperidine-3-carboxylate, 50 ml of dioxane and 20 ml of 1 M hydrochloric acid was heated under reflux for 5 hours. The solvent was evaporated, and the residue was washed with ethyl acetate to obtain the title compound. Reactants: C(=O)(OCC1=CC=CC=C1)N1CC(CC1)(CCOS(=O)(=O)C)C1=CC=CC=C1 (1-carbobenzyloxy-3-phenyl-3-(2-methanesulfonyloxyethyl)pyrrolidine), C(C)OCCN1C(=NC2=C1C=CC=C2)NC2CCNCC2 ((1-(2-ethoxyethyl)-1H-benzimidazol-2-yl)(piperidin-4-yl)amine), C(C)(C)N(C(C)C)CC (N,N-diisopropylethylamine). Run in C(C)#N (acetonitrile). Run at time 18 hour. Product: C(=O)(OCC1=CC=CC=C1)N1CC(CC1)(C1=CC=CC=C1)CCN1CCC(CC1)NC1=NC2=C(N1CCOCC)C=CC=C2 (1-carbobenzyloxy-3-(2-(4-(1-(2-ethoxyethyl)-1H-benzimidazol-2-yl-amino)piperidin-1-yl)ethyl)-3-phenylpyrrolidine). Reaction SMILES: [C:1]([N:11]1[CH2:15][CH2:14][C:13]([C:23]2[CH:28]=[CH:27][CH:26]=[CH:25][CH:24]=2)([CH2:16][CH2:17]OS(C)(=O)=O)[CH2:12]1)([O:3][CH2:4][C:5]1[CH:10]=[CH:9][CH:8]=[CH:7][CH:6]=1)=[O:2].[CH2:29]([O:31][CH2:32][CH2:33][N:34]1[C:38]2[CH:39]=[CH:40][CH:41]=[CH:42][C:37]=2[N:36]=[C:35]1[NH:43][CH:44]1[CH2:49][CH2:48][NH:47][CH2:46][CH2:45]1)[CH3:30].C(N(CC)C(C)C)(C)C>C(#N)C>[C:1]([N:11]1[CH2:15][CH2:14][C:13]([CH2:16][CH2:17][N:47]2[CH2:46][CH2:45][CH:44]([NH:43][C:35]3[N:34]([CH2:33][CH2:32][O:31][CH2:29][CH3:30])[C:38]4[CH:39]=[CH:40][CH:41]=[CH:42][C:37]=4[N:36]=3)[CH2:49][CH2:48]2)([C:23]2[CH:28]=[CH:27][CH:26]=[CH:25][CH:24]=2)[CH2:12]1)([O:3][CH2:4][C:5]1[CH:6]=[CH:7][CH:8]=[CH:9][CH:10]=1)=[O:2]. Reported procedure: Combine 1-carbobenzyloxy-3-phenyl-3-(2-methanesulfonyloxyethyl)pyrrolidine (10.2 g, 25.3 mmol), (1.34 g, 2.5 mmol), (1-(2-ethoxyethyl)-1H-benzimidazol-2-yl)(piperidin-4-yl)amine (30.4 mmol), and N,N-diisopropylethylamine (18 mL, 101 mmol) in acetonitrile (300 mL). Heat to reflux. After 18 hours, evaporate in vacuo to give a residue. Chromatograph the residue on silica gel to give 1-carbobenzyloxy-3-(2-(4-(1-(2-ethoxyethyl)-1H-benzimidazol-2-yl-amino)piperidin-1-yl)ethyl)-3-phenylpyrrolidine. The reactants are CC1=CC=C(C=S)C=C1 (4-methylthiobenzaldehyde), CC(C#C)(CC)O (3-methyl-1-pentyn-3-ol), C(CCC)[Li] (butyllithium), C1CCOC1 (THF). Solvent: CCCCCC (hexane). Run at time 20 minute. Product: CC(C#CC(O)C1=CC=C(C=C1)SC)(CC)O (4-methyl-1-{4-(methylthio)phenyl}-2-hexyn-1,4-diol). As a reaction SMILES: [CH3:1][C:2]([OH:7])([CH2:5][CH3:6])[C:3]#[CH:4].[CH2:8]([Li])[CH2:9][CH2:10]C.CC1C=CC([CH:18]=[S:19])=CC=1.[CH2:22]1[CH2:26][O:25][CH2:24][CH2:23]1>CCCCCC>[CH3:1][C:2]([OH:7])([CH2:5][CH3:6])[C:3]#[C:4][CH:24]([C:23]1[CH:22]=[CH:26][C:10]([S:19][CH3:18])=[CH:9][CH:8]=1)[OH:25]. Procedure: To a stirred solution of 3-methyl-1-pentyn-3-ol (23.3 g) in 150 ml anhydrous THF at −78° C. under argon, was added 130 ml of 2.5 M butyllithium in hexane dropwise over 20 minutes. The reaction solution was stirred for another 20 minutes, followed by dropwise addition 16 ml of 4-methylthiobenzaldehyde. After stirring for another 2 hours, the reaction was quenched by adding 200 ml of dilute aqueous HCl. The reaction solvent was removed in vacuo, and the resulting aqueous solution was extracted wit... Reactants: C(C1=CC=CC=C1)OC(=O)N[C@@H](C(SC1=C(C=CC=C1)N)C1=CC=CC=C1)C(=O)O (N-benzyloxycarbonyl-S-(2-aminophenyl)-β -phenylcysteine), C1(CCCCC1)N=C=NC1CCCCC1 (dicyclohexylcarbodiimide). Solvent: CN(C=O)C (N,N-dimethylformamide). Conditions: time 5 hour. Product: C(C1=CC=CC=C1)OC(=O)NC1C(SC2=C(NC1=O)C=CC=C2)C2=CC=CC=C2 (3-benzyloxycarbonylamino-2-phenyl-2,3-dihydro-1,5-benzothiazepin-4(5H)-one). Reaction SMILES: [CH2:1]([O:8][C:9]([NH:11][C@H:12]([C:28]([OH:30])=O)[CH:13]([C:22]1[CH:27]=[CH:26][CH:25]=[CH:24][CH:23]=1)[S:14][C:15]1[CH:20]=[CH:19][CH:18]=[CH:17][C:16]=1[NH2:21])=[O:10])[C:2]1[CH:7]=[CH:6][CH:5]=[CH:4][CH:3]=1.C1(N=C=NC2CCCCC2)CCCCC1>CN(C)C=O>[CH2:1]([O:8][C:9]([NH:11][CH:12]1[C:28](=[O:30])[NH:21][C:16]2[CH:17]=[CH:18][CH:19]=[CH:20][C:15]=2[S:14][CH:13]1[C:22]1[CH:23]=[CH:24][CH:25]=[CH:26][CH:27]=1)=[O:10])[C:2]1[CH:3]=[CH:4][CH:5]=[CH:6][CH:7]=1. Reported procedure: 1.0 g of N-benzyloxycarbonyl-S-(2-aminophenyl)-β -phenylcysteine was mixed with 0.5 g of dicyclohexylcarbodiimide and 15 ml of N,N-dimethylformamide and the resulting mixture was stirred for 5 hours. After the mixture was concentrated under reduced pressure, 20 ml of ethyl acetate was added to the residue and the insoluble matter was removed. Thereafter, the solution was concentrated to obtain the desired compound, or 3-benzyloxycarbonylamino-2-phenyl-2,3-dihydro-1,5-benzothiazepin-4(5H)-one. Th...